This data is from the Open Reaction Database (ORD), a public repository of structured organic reaction records. The task is: describe an organic reaction: reactants, conditions, products, and yield Reactants: ClCCl, CS(=O)(=O)Cl, CN(C)c1ccccn1, Cl, Nc1ccc(C23CC2C(=O)NC3=O)cc1, O, c1ccncc1. The product is CS(=O)(=O)Nc1ccc(C23CC2C(=O)NC3=O)cc1. RXN SMILES: [CH2:31]([Cl:32])[Cl:33].[CH3:1][S:2]([Cl:3])(=[O:4])=[O:5].[CH3:21][N:22]([c:23]1[cH:24][cH:25][cH:26][cH:27][n:28]1)[CH3:29].[ClH:30].[NH2:6][c:7]1[cH:8][cH:9][c:10]([C:13]23[C:14](=[O:20])[NH:15][C:16](=[O:19])[CH:17]2[CH2:18]3)[cH:11][cH:12]1.[OH2:34].[cH:35]1[cH:36][cH:37][n:38][cH:39][cH:40]1>>[CH3:1][S:2](=[O:4])(=[O:5])[NH:6][c:7]1[cH:8][cH:9][c:10]([C:13]23[C:14](=[O:20])[NH:15][C:16](=[O:19])[CH:17]2[CH2:18]3)[cH:11][cH:12]1. Reactants: 6-(2-propenylhydrazone)nicotinamido-3-propanol, C(=O)(O)CCSSC1=NC=CC=C1 (2-carboxyethyl-2-pyridyldisulphide), C1(CCCCC1)N=C=NC1CCCCC1 (dicyclohexyl-carbodiimide). Solvent: C1CCOC1 (THF). Reaction conditions: time 72 hour. Yields the product C1(CCCCC1)NC(=O)NC1CCCCC1 (dicyclohexyl urea). Reaction SMILES: C(CCSSC1C=CC=CN=1)(O)=[O:2].[CH:14]1([N:20]=[C:21]=[N:22][CH:23]2[CH2:28][CH2:27][CH2:26][CH2:25][CH2:24]2)[CH2:19][CH2:18][CH2:17][CH2:16][CH2:15]1>C1COCC1>[CH:23]1([NH:22][C:21]([NH:20][CH:14]2[CH2:15][CH2:16][CH2:17][CH2:18][CH2:19]2)=[O:2])[CH2:28][CH2:27][CH2:26][CH2:25][CH2:24]1. Procedure details: To a stirred solution of 6-(2-propenylhydrazone)nicotinamido-3-propanol (190 mg, 0.8 mmol) and 2-carboxyethyl-2-pyridyldisulphide (163 mg, 1.0 equiv) in THF (10 ml) at 0° C. was added dicyclohexyl-carbodiimide (157 mg, 1.0 equiv) and the mixture was stirred at 0°-5° C. for 72 hours during which time a white solid precipitated. The white solid was filtered off and the filtrate evaporated under reduced pressure. The residue was dissolved in ethyl acetate and cooled, which gave a further precipitat... The reactants are OCc1cccc(Br)n1, CC(C)(C)[Si](C)(C)Cl, CN(C)c1ccncc1, ClCCl, c1c[nH]cn1. The product is CC(C)(C)[Si](C)(C)OCc1cccc(Br)n1. RXN SMILES: [Br:1][c:2]1[cH:3][cH:4][cH:5][c:6]([CH2:8][OH:9])[n:7]1.[C:10]([CH3:11])([CH3:12])([CH3:13])[Si:14]([CH3:15])([CH3:16])[Cl:17].[CH3:23][N:24]([c:25]1[cH:26][cH:27][n:28][cH:29][cH:30]1)[CH3:31].[Cl:32][CH2:33][Cl:34].[nH:18]1[cH:19][cH:20][n:21][cH:22]1>>[Br:1][c:2]1[cH:3][cH:4][cH:5][c:6]([CH2:8][O:9][Si:14]([C:10]([CH3:11])([CH3:12])[CH3:13])([CH3:15])[CH3:16])[n:7]1. The reactants are [Si](C)(C)(C(C)(C)C)OC=1C(=C(C(=O)OCC(Cl)(Cl)Cl)C(=C(C1)O[Si](C)(C)C(C)(C)C)C)CSC[C@@H](C(=O)OC)NC(CCOC(C1=CC=CC=C1)(C1=CC=CC=C1)C1=CC=CC=C1)=O (2,2,2-trichloroethyl (R)-3,5-bis (tert-butyldimethylsilyloxy)-6-methyl-2-[[[2-(3-trityloxypropionylamino)-2-(methoxycarbonyl)ethyl] thio]methyl]benzoate), C1(=CC=C(C=C1)S(=O)(=O)O)C (p-toluenesulfonic acid). The solvent is CO (methanol). Conditions: temperature 60 celsius, time 30 minute. Yields the product [Si](C)(C)(C(C)(C)C)OC=1C(=C(C(=O)OCC(Cl)(Cl)Cl)C(=C(C1)O[Si](C)(C)C(C)(C)C)C)CSC[C@@H](C(=O)OC)NC(CCO)=O (2,2,2-trichloroethyl (R)-3,5-bis(tert-butyldimethylsilyloxy)2-[[[2-(3-hydroxypropionylamino)-2-(methoxycarbonyl)ethyl]thio]methyl]-6-methyl-benzoate). Isolated yield 76.7%. RXN SMILES: [Si:1]([O:8][C:9]1[C:10]([CH2:32][S:33][CH2:34][C@H:35]([NH:40][C:41](=[O:64])[CH2:42][CH2:43][O:44]C(C2C=CC=CC=2)(C2C=CC=CC=2)C2C=CC=CC=2)[C:36]([O:38][CH3:39])=[O:37])=[C:11]([C:20]([CH3:31])=[C:21]([O:23][Si:24]([C:27]([CH3:30])([CH3:29])[CH3:28])([CH3:26])[CH3:25])[CH:22]=1)[C:12]([O:14][CH2:15][C:16]([Cl:19])([Cl:18])[Cl:17])=[O:13])([C:4]([CH3:7])([CH3:6])[CH3:5])([CH3:3])[CH3:2].C1(C)C=CC(S(O)(=O)=O)=CC=1>CO>[Si:1]([O:8][C:9]1[C:10]([CH2:32][S:33][CH2:34][C@H:35]([NH:40][C:41](=[O:64])[CH2:42][CH2:43][OH:44])[C:36]([O:38][CH3:39])=[O:37])=[C:11]([C:20]([CH3:31])=[C:21]([O:23][Si:24]([C:27]([CH3:30])([CH3:29])[CH3:28])([CH3:26])[CH3:25])[CH:22]=1)[C:12]([O:14][CH2:15][C:16]([Cl:18])([Cl:19])[Cl:17])=[O:13])([C:4]([CH3:7])([CH3:5])[CH3:6])([CH3:3])[CH3:2]. Procedure details: A mixture of 6.85 g of 2,2,2-trichloroethyl (R)-3,5-bis (tert-butyldimethylsilyloxy)-6-methyl-2-[[[2-(3-trityloxypropionylamino)-2-(methoxycarbonyl)ethyl] thio]methyl]benzoate and 0.11 g of p-toluenesulfonic acid in 115 ml of methanol was stirred at 60° C. for 30 minutes. The mixture was cooled and the solvent was evaporated in vacuo. Chromatography of the residue on silica gel using ethyl acetate/methylene chloride/hexane (1:1:1, v/v/v) as eluent afforded 3.97 g of 2,2,2-trichloroethyl (R)-3,5-... Starting materials: COC(=O)CC(=O)Cl, [Cl-], Cc1cnc2c(-c3ccc(F)cc3)c(-c3ccnc(N)c3)[nH]c2c1, [NH4+], c1ccncc1. The product is COC(=O)CC(=O)Nc1cc(-c2[nH]c3cc(C)cnc3c2-c2ccc(F)cc2)ccn1. As a reaction SMILES: [CH3:1][O:2][C:3]([CH2:4][C:5](=[O:6])[Cl:7])=[O:8].[Cl-:33].[F:9][c:10]1[cH:11][cH:12][c:13](-[c:16]2[c:17](-[c:26]3[cH:27][c:28]([NH2:32])[n:29][cH:30][cH:31]3)[nH:18][c:19]3[c:20]2[n:21][cH:22][c:23]([CH3:25])[cH:24]3)[cH:14][cH:15]1.[NH4+:34].[cH:35]1[cH:36][cH:37][n:38][cH:39][cH:40]1>>[CH3:1][O:2][C:3]([CH2:4][C:5](=[O:6])[NH:32][c:28]1[cH:27][c:26](-[c:17]2[c:16](-[c:13]3[cH:12][cH:11][c:10]([F:9])[cH:15][cH:14]3)[c:20]3[c:19]([nH:18]2)[cH:24][c:23]([CH3:25])[cH:22][n:21]3)[cH:31][cH:30][n:29]1)=[O:8]. Reactants: O=C1CCC(C2=C1SC=C2)NC(=O)N (4,5,6,7-Tetrahydro-7-oxobenzo[b]thien-4-ylurea), Cl.NO (hydroxylamine hydrochloride). Solvent: N1=CC=CC=C1 (pyridine). The product is ON=C1CCC(C2=C1SC=C2)NC(=O)N (4,5,6,7-tetrahydro-7-(hydroxyimino)benzo[b]-thien-4-ylurea). As a reaction SMILES: O=[C:2]1[C:7]2[S:8][CH:9]=[CH:10][C:6]=2[CH:5]([NH:11][C:12]([NH2:14])=[O:13])[CH2:4][CH2:3]1.Cl.[NH2:16][OH:17]>N1C=CC=CC=1>[OH:17][N:16]=[C:2]1[C:7]2[S:8][CH:9]=[CH:10][C:6]=2[CH:5]([NH:11][C:12]([NH2:14])=[O:13])[CH2:4][CH2:3]1 |f:1.2|. Procedure details: 4,5,6,7-Tetrahydro-7-oxobenzo[b]thien-4-ylurea (5 g., 0.0238 mole) and hydroxylamine hydrochloride (2 g., 0.028 mole) in dry pyridine (50 ml.) are stirred together at room temperature under nitrogen overnight. The resulting clear solution is evaporated and the residual gum triturated with water (50 ml.) and the brown solid obtained is collected, washed with water and air dried (5.15 g.). The solid is recrystallized from hot methanol to afford 2.95 g. of the title compound m.p. 232°-233° C. dec. The reactants are CCOC(=O)CC(=O)[O-], C1CCNCC1, COc1ccc(C=O)cn1, c1ccncc1. The product is CCOC(=O)C=Cc1ccc(OC)nc1. As a reaction SMILES: [C:11]([CH2:12][C:13]([O-:14])=[O:15])(=[O:16])[O:17][CH2:18][CH3:19].[CH2:20]1[CH2:21][CH2:22][NH:23][CH2:24][CH2:25]1.[CH3:1][O:2][c:3]1[cH:4][cH:5][c:6]([CH:9]=[O:10])[cH:7][n:8]1.[cH:26]1[cH:27][cH:28][n:29][cH:30][cH:31]1>>[CH3:1][O:2][c:3]1[cH:4][cH:5][c:6]([CH:9]=[CH:12][C:11](=[O:16])[O:17][CH2:18][CH3:19])[cH:7][n:8]1. Run in CCOCC (ether). RXN SMILES: CC(CC[OH:13])CCC1C=CC=CC=1.N1C=CC=CC=1.[C:20]1([CH3:30])[CH:25]=[CH:24][C:23]([S:26](Cl)(=[O:28])=[O:27])=[CH:22][CH:21]=1.O>CCOCC>[CH3:30][C:20]1[CH:25]=[CH:24][C:23]([S:26]([OH:13])(=[O:28])=[O:27])=[CH:22][CH:21]=1. Procedure: Phenoxanol (30.00 g, 0.168 mol) and pyridine (130 mL) are combined in a flask fitted with a condenser, internal thermometer, mechanical stirrer and argon inlet. The solution is cooled to -10° C. and to it is added p-toluenesulfonyl chloride (39.28 g, 0.202 mol) in portions via Gooch tubing so as to maintain the reaction temperature between -10°-0° C. After 3 h, water (20 mL) is added in portions so as to keep the temperature of the reaction below 5° C. The reaction mixture is warmed to room temp... The product is CC=1C=CC(=CC1)S(=O)(=O)O (p-toluenesulfonate). Reactants: O (water), CC(CCC1=CC=CC=C1)CCO (Phenoxanol), N1=CC=CC=C1 (pyridine), C1(=CC=C(C=C1)S(=O)(=O)Cl)C (p-toluenesulfonyl chloride). Reaction conditions: temperature -10 celsius, time 3 hour. Reactants: CC=1N=C(SC1)NC(=O)C1=NC(=CC(=C1)B1OC(C(O1)(C)C)(C)C)C (6-Methyl-4-(4,4,5,5-tetramethyl-[1,3,2]dioxaborolan-2-yl)-pyridine-2-carboxylic acid (4-methyl-thiazol-2-yl)-amide), BrC1=CC(=NC=C1)C#N (4-Bromo-2-cyanopyridine). The product is CC=1N=C(SC1)NC(=O)C1=NC(=CC(=C1)C1=CC(=NC=C1)C#N)C (2′-Cyano-6-methyl-[4,4′]bipyridinyl-2-carboxylic acid (4-methyl-thiazol-2-yl)-amide). As a reaction SMILES: [CH3:1][C:2]1[N:3]=[C:4]([NH:7][C:8]([C:10]2[CH:15]=[C:14](B3OC(C)(C)C(C)(C)O3)[CH:13]=[C:12]([CH3:25])[N:11]=2)=[O:9])[S:5][CH:6]=1.Br[C:27]1[CH:32]=[CH:31][N:30]=[C:29]([C:33]#[N:34])[CH:28]=1>>[CH3:1][C:2]1[N:3]=[C:4]([NH:7][C:8]([C:10]2[CH:15]=[C:14]([C:27]3[CH:32]=[CH:31][N:30]=[C:29]([C:33]#[N:34])[CH:28]=3)[CH:13]=[C:12]([CH3:25])[N:11]=2)=[O:9])[S:5][CH:6]=1. Procedure details: The title compound, was prepared from 6-Methyl-4-(4,4,5,5-tetramethyl-[1,3,2]dioxaborolan-2-yl)-pyridine-2-carboxylic acid (4-methyl-thiazol-2-yl)-amide in accordance with the general method of example 131, step 2 using 4-Bromo-2-cyanopyridine instead of 3-Trifluoromethyl-5-bromopyridine to yield the final compound as a off-white solid, MS (ISP): m/e=336.3 (M+H)+. Reactants: COC=1C=C(C=CC1OC)C(=CC#N)C1=CC(=CC=C1)N (3-(3,4-dimethoxyphenyl)-3-(3-aminophenyl)acrylonitrile), COC=1C=C(C=CC1OC)C(=CC#N)C1=CC=C(C=C1)[N+](=O)[O-] (3-(3,4-dimethoxyphenyl)-3-(4-nitrophenyl)acrylonitrile). The reagents and catalysts are [Pd] (palladium on carbon). Solvent: C(C)(=O)OCC (ethyl acetate). Yields the product NC1=CC=C(C=C1)C(=CC#N)C1=CC(=C(C=C1)OC)OC (3-(4-Aminophenyl)-3-(3,4-dimethoxyphenyl)acrylonitrile), mixture. The yield is 17.0%. As a reaction SMILES: COC1C=C(C(C2C=CC=C(N)C=2)=CC#N)C=CC=1OC.[CH3:22][O:23][C:24]1[CH:25]=[C:26]([C:32]([C:36]2[CH:41]=[CH:40][C:39]([N+:42]([O-])=O)=[CH:38][CH:37]=2)=[CH:33][C:34]#[N:35])[CH:27]=[CH:28][C:29]=1[O:30][CH3:31]>[Pd].C(OCC)(=O)C>[NH2:42][C:39]1[CH:40]=[CH:41][C:36]([C:32]([C:26]2[CH:27]=[CH:28][C:29]([O:30][CH3:31])=[C:24]([O:23][CH3:22])[CH:25]=2)=[CH:33][C:34]#[N:35])=[CH:37][CH:38]=1. Reported procedure: 3-(4-Aminophenyl)-3-(3,4-dimethoxyphenyl)acrylonitrile was prepared analogously to 3-(3,4-dimethoxyphenyl)-3-(3-aminophenyl)acrylonitrile using 3-(3,4-dimethoxyphenyl)-3-(4-nitrophenyl)acrylonitrile (1.24 g, 4 mmol) and 0.15 g of 10% palladium on carbon catalyst in 100 mL of ethyl acetate. The crude mixture was purified by flash column chromatography (silica gel, 5% ethyl acetate/methylene chloride) to afford 0.19 g (17%) of a mixture of the E and Z isomers as a yellow solid: mp 150-152° C.; 1H ...